This data is from the Open Reaction Database (ORD), a public repository of structured organic reaction records. The task is: describe an organic reaction: reactants, conditions, products, and yield Product: C(C=C)NC(CCC=C)C (Racemic Allyl-(1-methyl-pent-4-enyl)-amine). Reported procedure: Sodium borohydride (2.7 g, 71 mmol) was added portionwise to a stirred solution of allyl-(1-methyl-pent-4-enylidene)-amine (6.5 g, 47 mmol) in MeOH (100 ml) at 0 C. The reaction mixture was stirred for 30 minutes, then warmed to RT. Approximately 90 ml of MeOH was removed from the reaction mixture by rotary evaporation, then the reaction mixture was diluted with ether (200 ml), then extracted with water then brine. The combined organics were dried with MgSO4, filtered, concentrated in vacuo by r... The solvent is CO (MeOH). Run at time 30 minute. RXN SMILES: [BH4-].[Na+].[CH2:3]([N:6]=[C:7]([CH3:12])[CH2:8][CH2:9][CH:10]=[CH2:11])[CH:4]=[CH2:5]>CO>[CH2:3]([NH:6][CH:7]([CH3:12])[CH2:8][CH2:9][CH:10]=[CH2:11])[CH:4]=[CH2:5] |f:0.1|. Starting materials: [BH4-].[Na+] (Sodium borohydride), C(C=C)N=C(CCC=C)C (allyl-(1-methyl-pent-4-enylidene)-amine). Starting materials: O=CC1CCN(Cc2ccccc2)CC1, [H-], CCOP(=O)(CC(=O)c1ccc([N+](=O)[O-])cc1)OCC, [Na+], C1CCOC1, O. The product is O=C(C=CC1CCN(Cc2ccccc2)CC1)c1ccc([N+](=O)[O-])cc1. RXN SMILES: [CH:23](=[O:24])[CH:25]1[CH2:26][CH2:27][N:28]([CH2:31][c:32]2[cH:33][cH:34][cH:35][cH:36][cH:37]2)[CH2:29][CH2:30]1.[H-:1].[N+:3](=[O:4])([O-:5])[c:6]1[cH:7][cH:8][c:9]([C:10](=[O:11])[CH2:12][P:13](=[O:14])([O:15][CH2:16][CH3:17])[O:18][CH2:19][CH3:20])[cH:21][cH:22]1.[Na+:2].[O:39]1[CH2:40][CH2:41][CH2:42][CH2:43]1.[OH2:38]>>[N+:3](=[O:4])([O-:5])[c:6]1[cH:7][cH:8][c:9]([C:10](=[O:11])[CH:12]=[CH:23][CH:25]2[CH2:26][CH2:27][N:28]([CH2:31][c:32]3[cH:33][cH:34][cH:35][cH:36][cH:37]3)[CH2:29][CH2:30]2)[cH:21][cH:22]1. The reactants are dichlorides, C(C)(=O)C=1C=C(N)C=C(C1)C(C)=O (3,5-diacetylaniline), C(C)(=O)C=1C=C(C=C(C1)C(C)=O)NC(CCCCCC(=O)NC1=CC(=CC(=C1)C(C)=O)C(C)=O)=O (N,N'-bis(3,5-diacetylphenyl)heptanediamide), N,N'-bis(3,5-diacetylphenyl)(isophthalic acid diamide), C(C)(=O)C=1C=C(C=C(C1)C(C)=O)NC(CCCCC(=O)NC1=CC(=CC(=C1)C(C)=O)C(C)=O)=O (N,N'-bis(3,5-diacetylphenyl)hexanediamide), C(C)(=O)C=1C=C(C=C(C1)C(C)=O)NC(CCCCCCCCC(=O)NC1=CC(=CC(=C1)C(C)=O)C(C)=O)=O (N,N'-bis(3,5-diacetylphenyl)decanediamide), C(C)(=O)C=1C=C(C=C(C1)C(C)=O)NC(CCCCCCCCCCC(=O)NC1=CC(=CC(=C1)C(C)=O)C(C)=O)=O (N,N'-bis(3,5-diacetylphenyl)dodecanediamide), C(C)(=O)C=1C=C(C=C(C1)C(C)=O)NC(CCCCCCCC(=O)NC1=CC(=CC(=C1)C(C)=O)C(C)=O)=O (N,N'-bis(3,5-diacetylphenyl)nonanediamide), CC(=O)C1=CC(=CC=C1)N (3-aminoacetophenone), C(CCCC(=O)Cl)(=O)Cl (glutaryl dichloride), C(C)(=O)C=1C=C(C=C(C1)C(C)=O)NC(CCC(=O)NC1=CC(=CC(=C1)C(C)=O)C(C)=O)=O (N,N'-bis(3,5-diacetylphenyl) butanediamide), C(C)(=O)C=1C=C(C=C(C1)C(C)=O)NC(CCCCCCC(=O)NC1=CC(=CC(=C1)C(C)=O)C(C)=O)=O (N,N'-bis(3,5-diacetylphenyl)octanediamide). Product: C(C)(=O)C=1C=C(C=CC1)NC(CCCC(=O)NC1=CC(=CC=C1)C(C)=O)=O (N,N'-bis(3-acetylphenyl)pentanediamide). Reaction SMILES: C([C:4]1[CH:5]=[C:6]([CH:8]=[C:9]([C:11](=[O:13])[CH3:12])[CH:10]=1)[NH2:7])(=O)C.C(C1C=C(N[C:27](=O)[CH2:28][CH2:29][C:30]([NH:32][C:33]2[CH:38]=[C:37]([C:39](=[O:41])[CH3:40])[CH:36]=[C:35](C(=O)C)[CH:34]=2)=[O:31])C=C(C(=O)C)C=1)(=O)C.[C:46](C1C=C(NC(=O)CCCCC(NC2C=C(C(=O)C)C=C(C(=O)C)C=2)=O)C=C(C(=O)C)C=1)(=[O:48])C.C(C1C=C(NC(=O)CCCCCC(NC2C=C(C(=O)C)C=C(C(=O)C)C=2)=O)C=C(C(=O)C)C=1)(=O)C.C(C1C=C(NC(=O)CCCCCCC(NC2C=C(C(=O)C)C=C(C(=O)C)C=2)=O)C=C(C(=O)C)C=1)(=O)C.C(C1C=C(NC(=O)CCCCCCCC(NC2C=C(C(=O)C)C=C(C(=O)C)C=2)=O)C=C(C(=O)C)C=1)(=O)C.C(C1C=C(NC(=O)CCCCCCCCC(NC2C=C(C(=O)C)C=C(C(=O)C)C=2)=O)C=C(C(=O)C)C=1)(=O)C.C(C1C=C(NC(=O)CCCCCCCCCCC(NC2C=C(C(=O)C)C=C(C(=O)C)C=2)=O)C=C(C(=O)C)C=1)(=O)C.CC(C1C=CC=C(N)C=1)=O.C(Cl)(=O)CCCC(Cl)=O>>[C:39]([C:37]1[CH:38]=[C:33]([NH:32][C:30](=[O:31])[CH2:29][CH2:28][CH2:27][C:46]([NH:7][C:6]2[CH:5]=[CH:4][CH:10]=[C:9]([C:11](=[O:13])[CH3:12])[CH:8]=2)=[O:48])[CH:34]=[CH:35][CH:36]=1)(=[O:41])[CH3:40]. Procedure details: Analogously, the following were prepared from 3,5-diacetylaniline and the corresponding dioyl dichlorides: N,N'-bis(3,5-diacetylphenyl) butanediamide, mp 293-6° C.; N,N'-bis(3,5-diacetylphenyl)hexanediamide, mp 269-70° C.; N,N'-bis(3,5-diacetylphenyl)heptanediamide, mp 200-3° C.; N,N'-bis(3,5-diacetylphenyl)octanediamide, mp 183-4° C.; N,N'-bis(3,5-diacetylphenyl)nonanediamide, mp 179-80° C.; N,N'-bis(3,5-diacetylphenyl)decanediamide, mp 196-9° C.; N,N'-bis(3,5-diacetylphenyl)dodecanediamide, mp... Reactants: C1CCNC1, CC(C)(C)OC(=O)NC1CCC(N2CCC2)CC1. The product is CC(C)(C)OC(=O)NC1CCC(N2CCCC2)CC1. Reaction SMILES: [CH2:19]1[CH2:20][NH:21][CH2:22][CH2:23]1.[N:1]1([CH:5]2[CH2:6][CH2:7][CH:8]([NH:11][C:12]([O:13][C:14]([CH3:15])([CH3:16])[CH3:17])=[O:18])[CH2:9][CH2:10]2)[CH2:2][CH2:3][CH2:4]1>>[N:1]1([CH:5]2[CH2:6][CH2:7][CH:8]([NH:11][C:12]([O:13][C:14]([CH3:15])([CH3:16])[CH3:17])=[O:18])[CH2:9][CH2:10]2)[CH2:4][CH2:3][CH2:2][CH2:19]1. The reactants are Nc1ccc([N+](=O)[O-])cc1Cl, O, Cc1ccc(S(=O)(=O)Cl)cc1, c1ccncc1. The product is Cc1ccc(S(=O)(=O)Nc2ccc([N+](=O)[O-])cc2Cl)cc1. Reaction SMILES: [Cl:1][c:2]1[c:3]([NH2:4])[cH:5][cH:6][c:7]([N+:9](=[O:10])[O-:11])[cH:8]1.[OH2:23].[c:12]1([CH3:22])[cH:13][cH:14][c:15]([S:18](=[O:19])(=[O:20])[Cl:21])[cH:16][cH:17]1.[cH:24]1[cH:25][cH:26][n:27][cH:28][cH:29]1>>[Cl:1][c:2]1[c:3]([NH:4][S:18]([c:15]2[cH:14][cH:13][c:12]([CH3:22])[cH:17][cH:16]2)(=[O:19])=[O:20])[cH:5][cH:6][c:7]([N+:9](=[O:10])[O-:11])[cH:8]1. Starting materials: [C@@H]1([C@H](O)[C@@H](O)[C@H](O1)CO)N1C(=O)NC(=O)C(C)=C1 (1-β-D-xylofuranosylthymine). The reagents and catalysts are [Rh] (rhodium on alumina). Run in O (water). The product is CC1C(NC(N(C1)[C@H]1[C@H](O)[C@@H](O)[C@H](O1)CO)=O)O (5-methyl-4-hydroxy-1-β-D-xylofuranosyl-tetrahydro-2(1H)-pyrimidinone), CC1CNC(N(C1)[C@H]1[C@H](O)[C@@H](O)[C@H](O1)CO)=O (5-methyl-1-β-D-xylofuranosyl-tetrahydro-2(1H)-pyrimidinone). Reaction SMILES: [C@@H:1]1([N:10]2[CH:18]=[C:16]([CH3:17])[C:14](=[O:15])[NH:13][C:11]2=[O:12])[O:7][C@H:6]([CH2:8][OH:9])[C@H:4]([OH:5])[C@H:2]1[OH:3]>O.[Rh]>[CH3:17][CH:16]1[CH2:18][N:10]([C@@H:1]2[O:7][C@H:6]([CH2:8][OH:9])[C@H:4]([OH:5])[C@H:2]2[OH:3])[C:11](=[O:12])[NH:13][CH:14]1[OH:15].[CH3:17][CH:16]1[CH2:18][N:10]([C@@H:1]2[O:7][C@H:6]([CH2:8][OH:9])[C@H:4]([OH:5])[C@H:2]2[OH:3])[C:11](=[O:12])[NH:13][CH2:14]1. Procedure details: In the manner given in Example 2D, 1-β-D-xylofuranosylthymine [Fox et al., J. Am. Chem. Soc. 80, 5155 (1958)] was hydrogenated in ammoniacal water in the presence of a rhodium on alumina catalyst to give 5-methyl-4-hydroxy-1-β-D-xylofuranosyl-tetrahydro-2(1H)-pyrimidinone and 5-methyl-1-β-D-xylofuranosyl-tetrahydro-2(1H)-pyrimidinone. The reactants are CCOC(=O)C(Cc1c(F)cccc1F)N1CC(Oc2c(F)cccc2F)=CC1=O, Cl, [Li+], C1CCOC1, [OH-], O, O. Yields the product O=C(O)C(Cc1c(F)cccc1F)N1CC(Oc2c(F)cccc2F)=CC1=O. RXN SMILES: [CH2:1]([CH3:2])[O:3][C:4]([CH:5]([CH2:6][c:7]1[c:8]([F:14])[cH:9][cH:10][cH:11][c:12]1[F:13])[N:15]1[C:16](=[O:29])[CH:17]=[C:18]([O:20][c:21]2[c:22]([F:28])[cH:23][cH:24][cH:25][c:26]2[F:27])[CH2:19]1)=[O:30].[ClH:34].[Li+:33].[O:35]1[CH2:36][CH2:37][CH2:38][CH2:39]1.[OH-:32].[OH2:31].[OH2:40]>>[O:3]=[C:4]([CH:5]([CH2:6][c:7]1[c:8]([F:14])[cH:9][cH:10][cH:11][c:12]1[F:13])[N:15]1[C:16](=[O:29])[CH:17]=[C:18]([O:20][c:21]2[c:22]([F:28])[cH:23][cH:24][cH:25][c:26]2[F:27])[CH2:19]1)[OH:30].